This data is from the Open Reaction Database (ORD), a public repository of structured organic reaction records. The task is: describe an organic reaction: reactants, conditions, products, and yield Reactants: CCCCP(=CC#N)(CCCC)CCCC, Cc1ccccc1, CCCCCC, O=S(=O)(c1ccc(Cl)cc1)C(CCSCCO)c1cc(F)ccc1F. The product is O=S(=O)(c1ccc(Cl)cc1)C1(c2cc(F)ccc2F)CCSCC1. As a reaction SMILES: [C:26]([CH:27]=[P:28]([CH2:29][CH2:30][CH2:31][CH3:32])([CH2:33][CH2:34][CH2:35][CH3:36])[CH2:37][CH2:38][CH2:39][CH3:40])#[N:41].[CH3:42][c:43]1[cH:44][cH:45][cH:46][cH:47][cH:48]1.[CH3:49][CH2:50][CH2:51][CH2:52][CH2:53][CH3:54].[Cl:1][c:2]1[cH:3][cH:4][c:5]([S:8](=[O:9])(=[O:10])[CH:11]([CH2:12][CH2:13][S:14][CH2:15][CH2:16][OH:17])[c:18]2[c:19]([F:25])[cH:20][cH:21][c:22]([F:24])[cH:23]2)[cH:6][cH:7]1>>[Cl:1][c:2]1[cH:3][cH:4][c:5]([S:8](=[O:9])(=[O:10])[C:11]2([c:18]3[c:19]([F:25])[cH:20][cH:21][c:22]([F:24])[cH:23]3)[CH2:12][CH2:13][S:14][CH2:15][CH2:16]2)[cH:6][cH:7]1. Starting materials: esters, C(=O)C1=CC=C(C=C1)N1N=CC(=N1)C(=O)OC (2-(p-formyl-phenyl)-4-carbomethoxy-2H-1,2,3-triazole), C(=O)C1=CC=C(C=C1)N1N=CC(=N1)C(=O)OC(C)C (2-(p-formyl-phenyl)-4-carboisopropoxy-2H-1,2,3-triazole). Yields the product C(=O)C1=CC=C(C=C1)N1N=CC(=N1)C(=O)OCC (2-(p-Formyl-phenyl)-4-carboethoxy-2H-1,2,3-triazole). RXN SMILES: C(C1C=CC(N2N=C(C(OC)=O)C=N2)=CC=1)=O.[CH:18]([C:20]1[CH:25]=[CH:24][C:23]([N:26]2[N:30]=[C:29]([C:31]([O:33][CH:34](C)[CH3:35])=[O:32])[CH:28]=[N:27]2)=[CH:22][CH:21]=1)=[O:19]>>[CH:18]([C:20]1[CH:21]=[CH:22][C:23]([N:26]2[N:30]=[C:29]([C:31]([O:33][CH2:34][CH3:35])=[O:32])[CH:28]=[N:27]2)=[CH:24][CH:25]=1)=[O:19]. Reported procedure: If methanol or isopropanol is used in place of ethanol in the reaction with the carboxylic acid chloride of 2-(p-tolyl)-4-carboxy-2H-1,2,3-triazole, the corresponding methyl ester or, respectively, isopropyl ester is obtained. These esters can be converted, in the manner described above, into 2-(p-formyl-phenyl)-4-carbomethoxy-2H-1,2,3-triazole (melting point: 125° to 127° C.) and, respectively, 2-(p-formyl-phenyl)-4-carboisopropoxy-2H-1,2,3-triazole (melting point: 100° to 102° C.). Reactants: CN(C)C=O, O=C(Cl)C(=O)Cl, N#Cc1cc(F)cc(C(=O)O)c1. Yields the product N#Cc1cc(F)cc(C(=O)Cl)c1. As a reaction SMILES: [CH3:19][N:20]([CH3:21])[CH:22]=[O:23].[Cl:13][C:14]([C:15]([Cl:16])=[O:17])=[O:18].[F:1][c:2]1[cH:3][c:4]([C:5](=[O:6])[OH:7])[cH:8][c:9]([C:11]#[N:12])[cH:10]1>>[F:1][c:2]1[cH:3][c:4]([C:5](=[O:6])[Cl:13])[cH:8][c:9]([C:11]#[N:12])[cH:10]1. Reactants: C1(C=2C(C(N1)=O)=CC=CC2)=O.[K] (potassium phthalimide), ClCCC([C@H]1CC[C@H]2[C@@H]3CC[C@H]4C[C@@H](CC[C@]4(C)[C@H]3C(C[C@]12C)=O)O)=O (21-Chloromethyl-3α-hydroxy-5α-pregnane-11,20-dione), O (water). Run in CC(=O)C (acetone). The product is O[C@H]1C[C@@H]2CC[C@H]3[C@@H]4CC[C@H](C(CCN5C(C=6C(C5=O)=CC=CC6)=O)=O)[C@]4(CC([C@@H]3[C@]2(CC1)C)=O)C (3α-Hydroxy-21-phthalimidomethyl-5α-pregnane-11,20-dione). Yield: 63.3%. Reaction SMILES: Cl[CH2:2][CH2:3][C:4](=[O:26])[C@@H:5]1[C@:22]2([CH3:23])[C@H:8]([C@H:9]3[C@H:19]([C:20](=[O:24])[CH2:21]2)[C@:17]2([CH3:18])[C@H:12]([CH2:13][C@H:14]([OH:25])[CH2:15][CH2:16]2)[CH2:11][CH2:10]3)[CH2:7][CH2:6]1.[C:27]1(=[O:37])[NH:31][C:30](=[O:32])[C:29]2=[CH:33][CH:34]=[CH:35][CH:36]=[C:28]12.[K].O>CC(C)=O>[OH:25][C@@H:14]1[CH2:15][CH2:16][C@@:17]2([CH3:18])[C@@H:12]([CH2:11][CH2:10][C@@H:9]3[C@@H:19]2[C:20](=[O:24])[CH2:21][C@@:22]2([CH3:23])[C@H:8]3[CH2:7][CH2:6][C@@H:5]2[C:4](=[O:26])[CH2:3][CH2:2][N:31]2[C:27](=[O:37])[C:28]3=[CH:36][CH:35]=[CH:34][CH:33]=[C:29]3[C:30]2=[O:32])[CH2:13]1 |f:1.2,^1:37|. Procedure: 21-Chloromethyl-3α-hydroxy-5α-pregnane-11,20-dione (600 mg) in acetone was treated at reflux with potassium phthalimide (600 mg) for 10 hours, poured into water and the oily precipitate extracted into ether. The extracts were washed with water, dried over anhydrous sodium sulphate and evaporated to a white foam (700 mg). Purification by preparative t.l.c. in ethyl acetate/petrol (1:1) gave a foam which on trituration with ether gave title compound (490 mg) as a white solid m.p. 187°-189° [α]D + ...